describe an organic reaction: reactants, conditions, products, and yield From a dataset of the Open Reaction Database (ORD), a public repository of structured organic reaction records. Reactants: C(#N)CC1=CN(C2=CC=CC=C12)N (3-Cyanomethyl-1H-indol-1-amine), C([O-])([O-])=O.[Na+].[Na+] (sodium carbonate), Cl.ClC1=CC=NC=C1 (4-chloropyridine hydrochloride), O (water). Run in C(C)(C)O (isopropanol). Run at temperature 90 celsius. Product: C(#N)CC1=CN(C2=CC=CC=C12)NC1=CC=NC=C1 (3-Cyanomethyl-N-(4-pyridinyl)-1H-indol-1-amine). The yield is 126.4%. RXN SMILES: [C:1]([CH2:3][C:4]1[C:12]2[C:7](=[CH:8][CH:9]=[CH:10][CH:11]=2)[N:6]([NH2:13])[CH:5]=1)#[N:2].Cl.Cl[C:16]1[CH:21]=[CH:20][N:19]=[CH:18][CH:17]=1.O.C(=O)([O-])[O-].[Na+].[Na+]>C(O)(C)C>[C:1]([CH2:3][C:4]1[C:12]2[C:7](=[CH:8][CH:9]=[CH:10][CH:11]=2)[N:6]([NH:13][C:16]2[CH:21]=[CH:20][N:19]=[CH:18][CH:17]=2)[CH:5]=1)#[N:2] |f:1.2,4.5.6|. Procedure details: 3-Cyanomethyl-1H-indol-1-amine (12 g) and 4-chloropyridine hydrochloride (12 g) were combined in isopropanol (250 ml). After stirring at reflux (90° C.) for six hours, the mixture was poured into water (500 ml) and stirred five minutes. Thereafter the pH of the mixture was adjusted to 10 with sodium carbonate and the mixture was extracted with ethyl acetate (2x). The organic layer was washed with water (2x), brine, dried over anhydrous magnesium sulfate, filtered and evaporated to give an oil (2... The reactants are C(C1=CC=NC=C1)(=N)N (isonicotinamidine), C(C1=CC=CC=C1)=C(C#N)C#N (2-benzylidene-malononitrile). Yields the product NCC=1C(=NC(=NC1C1=CC=CC=C1)C1=CC=NC=C1)N (5-Aminomethyl-6-phenyl-2-pyridin-4-yl-pyrimidin-4-ylamine). Reaction SMILES: [C:1]([NH2:9])(=[NH:8])[C:2]1[CH:7]=[CH:6][N:5]=[CH:4][CH:3]=1.[CH:10](=[C:17]([C:20]#[N:21])[C:18]#[N:19])[C:11]1[CH:16]=[CH:15][CH:14]=[CH:13][CH:12]=1>>[NH2:21][CH2:20][C:17]1[C:18]([NH2:19])=[N:8][C:1]([C:2]2[CH:7]=[CH:6][N:5]=[CH:4][CH:3]=2)=[N:9][C:10]=1[C:11]1[CH:16]=[CH:15][CH:14]=[CH:13][CH:12]=1. Procedure details: The title compound, MS: m/e=278.0 (M+H+), was prepared from isonicotinamidine and 2-benzylidene-malononitrile in analogy to the process described in Example 11 as a solid. Starting materials: [Na+], [OH-], O=S(=O)(O)O, CCOC(=O)CCc1ccncc1. The product is O=C(O)CCc1ccncc1. As a reaction SMILES: [Na+:20].[OH-:19].[S:14](=[O:15])(=[O:16])([OH:17])[OH:18].[n:1]1[cH:2][cH:3][c:4]([CH2:7][CH2:8][C:9](=[O:10])[O:11][CH2:12][CH3:13])[cH:5][cH:6]1>>[n:1]1[cH:2][cH:3][c:4]([CH2:7][CH2:8][C:9](=[O:10])[OH:11])[cH:5][cH:6]1. Reactants: NCC1CC2CC2N1C(=O)c1nc(N)sc1-c1cccc(F)c1, O=C(O)c1c[nH]c2ccccc12. Yields the product Nc1nc(C(=O)N2C(CNC(=O)c3c[nH]c4ccccc34)CC3CC32)c(-c2cccc(F)c2)s1. Reaction SMILES: [NH2:1][c:2]1[s:3][c:4](-[c:17]2[cH:18][c:19]([F:23])[cH:20][cH:21][cH:22]2)[c:5]([C:7](=[O:8])[N:9]2[CH:10]3[CH2:11][CH:12]3[CH2:13][CH:14]2[CH2:15][NH2:16])[n:6]1.[OH:24][C:25](=[O:26])[c:27]1[cH:28][nH:29][c:30]2[cH:31][cH:32][cH:33][cH:34][c:35]12>>[NH2:1][c:2]1[s:3][c:4](-[c:17]2[cH:18][c:19]([F:23])[cH:20][cH:21][cH:22]2)[c:5]([C:7](=[O:8])[N:9]2[CH:10]3[CH2:11][CH:12]3[CH2:13][CH:14]2[CH2:15][NH:16][C:25](=[O:24])[c:27]2[cH:28][nH:29][c:30]3[cH:31][cH:32][cH:33][cH:34][c:35]23)[n:6]1. Starting materials: C1CCOC1, CCOc1cc(C(CC(=O)OC)N2Cc3cccc(N)c3C2=O)ccc1OC(F)F, O=C(Cl)C1CC1. Product: CCOc1cc(C(CC(=O)OC)N2Cc3cccc(NC(=O)C4CC4)c3C2=O)ccc1OC(F)F. Reaction SMILES: [CH2:37]1[O:38][CH2:39][CH2:40][CH2:41]1.[CH3:1][O:2][C:3]([CH2:4][CH:5]([c:6]1[cH:7][c:8]([O:16][CH2:17][CH3:18])[c:9]([O:12][CH:13]([F:14])[F:15])[cH:10][cH:11]1)[N:19]1[C:20](=[O:29])[c:21]2[c:22]([NH2:28])[cH:23][cH:24][cH:25][c:26]2[CH2:27]1)=[O:30].[CH:31]1([C:34](=[O:35])[Cl:36])[CH2:32][CH2:33]1>>[CH3:1][O:2][C:3]([CH2:4][CH:5]([c:6]1[cH:7][c:8]([O:16][CH2:17][CH3:18])[c:9]([O:12][CH:13]([F:14])[F:15])[cH:10][cH:11]1)[N:19]1[C:20](=[O:29])[c:21]2[c:22]([NH:28][C:34]([CH:31]3[CH2:32][CH2:33]3)=[O:35])[cH:23][cH:24][cH:25][c:26]2[CH2:27]1)=[O:30]. Reactants: Brc1cc(ccn1)c2cc3C(=O)NCCc3[nH]2, OB(O)c1ccc(cc1)C(=O)NC2CCCC2. Reagents/catalysts: CCN=P(N=P(N(C)C)(N(C)C)N(C)C)(N(C)C)N(C)C (P2-Et), CC(C)c1cc(C(C)C)c(-c2ccccc2[PH](C(C)(C)C)(C(C)(C)C)[Pd]2(OS(C)(=O)=O)Nc3ccccc3-c3ccccc32)c(C(C)C)c1 (tBuXphos G3). Solvent: CS(C)=O (DMSO), O (water), CS(C)=O (DMSO), CS(C)=O (DMSO), CS(C)=O (DMSO). Conditions: time 22 hour. Product: O=C(NC1CCCC1)c2ccc(cc2)c3cc(ccn3)c4cc5C(=O)NCCc5[nH]4, Brc1cc(ccn1)c2cc3C(=O)NCCc3[nH]2, c1ccc(-c2ccccc2)cc1. Starting materials: OC(CN1C=NC=C1)C1=CC2=CC=C(C=C2C=C1)C (1-[2-hydroxy-2-(6-methyl-2-naphthyl)ethyl]imidazole), C(C1=CC=CC=C1)(=O)Cl (benzoyl chloride). Solvent: N1=CC=CC=C1 (pyridine). The product is C(C1=CC=CC=C1)(=O)OC(CN1C=NC=C1)C1=CC2=CC=C(C=C2C=C1)C (1-[2-benzoyloxy-2-(6-methyl-2-naphthyl)ethyl)imidazole). Reaction SMILES: [OH:1][CH:2]([C:9]1[CH:18]=[CH:17][C:16]2[C:11](=[CH:12][CH:13]=[C:14]([CH3:19])[CH:15]=2)[CH:10]=1)[CH2:3][N:4]1[CH:8]=[CH:7][N:6]=[CH:5]1.[C:20](Cl)(=[O:27])[C:21]1[CH:26]=[CH:25][CH:24]=[CH:23][CH:22]=1>N1C=CC=CC=1>[C:20]([O:1][CH:2]([C:9]1[CH:18]=[CH:17][C:16]2[C:11](=[CH:12][CH:13]=[C:14]([CH3:19])[CH:15]=2)[CH:10]=1)[CH2:3][N:4]1[CH:8]=[CH:7][N:6]=[CH:5]1)(=[O:27])[C:21]1[CH:26]=[CH:25][CH:24]=[CH:23][CH:22]=1. Reported procedure: A solution of 1.26 g. 1-[2-hydroxy-2-(6-methyl-2-naphthyl)ethyl]imidazole in 20 ml. pyridine is treated dropwise with stirring with 0.72 ml. of benzoyl chloride and the mixture stirred overnight. The resulting solution is poured into 100 ml. water, extracted with ethyl acetate and the extracts washed, dried (MgSO4) and evaporated in vacuo to remove residual pyridine and afford 1-[2-benzoyloxy-2-(6-methyl-2-naphthyl)ethyl)imidazole. The residue is dissolved in ether, treated with ethereal hydroge...